This data is from the Open Reaction Database (ORD), a public repository of structured organic reaction records. The task is: describe an organic reaction: reactants, conditions, products, and yield Starting materials: C(C)OC(CCN1C(=NC2=C1C=CC=C2)C(=O)N([C@@H]2CN(C[C@@H](C2)C(=O)N2CCOCC2)C(=O)OC(C)(C)C)CC(C)C)=O (tert-butyl(3S, 5R)-3-[{[1-(3-ethoxy-3-oxopropyl)-1H-benzimidazol-2-yl]carbonyl}(2-methylpropyl)amino]-5-(morpholin-4-ylcarbonyl)piperidine-1-carboxylate), [OH-].[Na+] (sodium hydroxide), Cl (hydrochloric acid). Solvent: C(C)O (ethanol). Reaction conditions: time 3 day. The product is C(C)(C)(C)OC(=O)N1C[C@H](C[C@H](C1)C(=O)N1CCOCC1)N(C(=O)C1=NC2=C(N1CCC(=O)O)C=CC=C2)CC(C)C (3-(2-{[(3S, 5R)-1-(tert-butoxycarbonyl)-5-(morpholin-4-ylcarbonyl)piperidin-3-yl](2-methylpropyl)carbamoyl}-1H-benzimidazol-1-yl)propanoic acid). The yield is 100.1%. RXN SMILES: C([O:3][C:4](=[O:44])[CH2:5][CH2:6][N:7]1[C:11]2[CH:12]=[CH:13][CH:14]=[CH:15][C:10]=2[N:9]=[C:8]1[C:16]([N:18]([CH2:40][CH:41]([CH3:43])[CH3:42])[C@H:19]1[CH2:24][C@@H:23]([C:25]([N:27]2[CH2:32][CH2:31][O:30][CH2:29][CH2:28]2)=[O:26])[CH2:22][N:21]([C:33]([O:35][C:36]([CH3:39])([CH3:38])[CH3:37])=[O:34])[CH2:20]1)=[O:17])C.[OH-].[Na+].Cl>C(O)C>[C:36]([O:35][C:33]([N:21]1[CH2:22][C@H:23]([C:25]([N:27]2[CH2:32][CH2:31][O:30][CH2:29][CH2:28]2)=[O:26])[CH2:24][C@H:19]([N:18]([CH2:40][CH:41]([CH3:43])[CH3:42])[C:16]([C:8]2[N:7]([CH2:6][CH2:5][C:4]([OH:44])=[O:3])[C:11]3[CH:12]=[CH:13][CH:14]=[CH:15][C:10]=3[N:9]=2)=[O:17])[CH2:20]1)=[O:34])([CH3:37])([CH3:39])[CH3:38] |f:1.2|. Procedure: To a solution of tert-butyl(3S, 5R)-3-[{[1-(3-ethoxy-3-oxopropyl)-1H-benzimidazol-2-yl]carbonyl}(2-methylpropyl)amino]-5-(morpholin-4-ylcarbonyl)piperidine-1-carboxylate (225 mg) in ethanol (5 ml) was added 2M aqueous sodium hydroxide solution, and the mixture was stirred at room temperature for 3 days. The reaction mixture was adjusted to pH 7 with 1M hydrochloric acid, and extracted with ethyl acetate. The extract was washed with saturated brine, and dried over anhydrous sodium sulfate. The so...